The task is: describe an organic reaction: reactants, conditions, products, and yield. This data is from the Open Reaction Database (ORD), a public repository of structured organic reaction records. Starting materials: C1CCOC1, O=C(Cl)OCc1ccccc1, Cc1ncn(-c2ccc(N)cc2F)n1, [Na+], O=C([O-])O. The product is Cc1ncn(-c2ccc(NC(=O)OCc3ccccc3)cc2F)n1. Reaction SMILES: [CH2:31]1[O:32][CH2:33][CH2:34][CH2:35]1.[Cl:20][C:21](=[O:22])[O:23][CH2:24][c:25]1[cH:26][cH:27][cH:28][cH:29][cH:30]1.[F:6][c:7]1[cH:8][c:9]([NH2:19])[cH:10][cH:11][c:12]1-[n:13]1[n:14][c:15]([CH3:18])[n:16][cH:17]1.[Na+:1].[OH:2][C:3](=[O:4])[O-:5]>>[F:6][c:7]1[cH:8][c:9]([NH:19][C:21](=[O:22])[O:23][CH2:24][c:25]2[cH:26][cH:27][cH:28][cH:29][cH:30]2)[cH:10][cH:11][c:12]1-[n:13]1[n:14][c:15]([CH3:18])[n:16][cH:17]1. Starting materials: [Al+3], O=C([O-])C(O)C(O)C(=O)[O-], CC(C)(C)[SiH2]OC(C)(C)c1cc(C=NO)ccc1Cl, CCOCC, [H-], [H-], [H-], [H-], [K+], [Li+], [Na+]. Yields the product CC(C)(C)[SiH2]OC(C)(C)c1cc(CN)ccc1Cl. As a reaction SMILES: [Al+3:2].[C:26]([CH:27]([CH:28]([C:29]([O-:30])=[O:31])[OH:32])[OH:33])([O-:34])=[O:35].[C:7]([CH3:8])([CH3:9])([CH3:10])[SiH2:11][O:12][C:13]([c:14]1[cH:15][c:16]([CH:17]=[N:18][OH:19])[cH:20][cH:21][c:22]1[Cl:23])([CH3:24])[CH3:25].[CH3:38][CH2:39][O:40][CH2:41][CH3:42].[H-:1].[H-:4].[H-:5].[H-:6].[K+:37].[Li+:3].[Na+:36]>>[C:7]([CH3:8])([CH3:9])([CH3:10])[SiH2:11][O:12][C:13]([c:14]1[cH:15][c:16]([CH2:17][NH2:18])[cH:20][cH:21][c:22]1[Cl:23])([CH3:24])[CH3:25]. The reactants are C1(=CC=CC=C1)[C@H]1[C@@H](C1)NCCC1CCN(CC1)C(=O)OC(C)(C)C (tert-butyl 4-(2-((trans-2-phenylcyclopropyl)amino)ethyl)piperidine-1-carboxylate), Cl.O1CCOCC1 (HCl 1,4-Dioxane). Run in C(Cl)(Cl)Cl (Chloroform). Reaction conditions: time 18 hour. The product is C1(=CC=CC=C1)[C@H]1[C@@H](C1)NCCC1CCNCC1 ([trans-2-phenylcyclopropyl][2-(4-piperidinyl)ethyl]amine). Isolated yield 30.7%. As a reaction SMILES: [C:1]1([C@@H:7]2[CH2:9][C@H:8]2[NH:10][CH2:11][CH2:12][CH:13]2[CH2:18][CH2:17][N:16](C(OC(C)(C)C)=O)[CH2:15][CH2:14]2)[CH:6]=[CH:5][CH:4]=[CH:3][CH:2]=1.Cl.O1CCOCC1>C(Cl)(Cl)Cl>[C:1]1([C@@H:7]2[CH2:9][C@H:8]2[NH:10][CH2:11][CH2:12][CH:13]2[CH2:18][CH2:17][NH:16][CH2:15][CH2:14]2)[CH:2]=[CH:3][CH:4]=[CH:5][CH:6]=1 |f:1.2|. Reported procedure: Chloroform (50 mL) was added to a 200 mL round-bottomed flask containing tert-butyl 4-(2-((trans-2-phenylcyclopropyl)amino)ethyl)piperidine-1-carboxylate (161 mg, 0.467 mmol). HCl/1,4-Dioxane (1 mL, 4.00 mmol) was added and the mixture stirred 18 hours at room temperature. Upon completion, the residue was adsorbed directly onto silica and purified via column chromatography on the ISCO Companion (gradient 0-100% 80:20:2 [CHCl3/MeOH/NH4OH]/CHCl3; 4 g column). Fractions were collected, solvents rem... Reactants: C1(=CC=C(C=C1)S(=O)(=O)N1C(SCC1)C(=O)O)C1=CC=CC=C1 (3-([1,1′-biphenyl]-4-ylsulfonyl)-1,3-thiazolidine-2-carboxylic acid), NC(CCO)C1=C(C=CC=C1)Cl (3-amino-3-(2-chlorophenyl)-1-propanol), C1(=CC=C(C=C1)S(=O)(=O)N1C(SCC1)C(=O)O)C1=CC=CC=C1 (3-([1,1′-biphenyl]-4-ylsulfonyl)-1,3-thiazolidine-2-carboxylic acid), NC(CCO)C1=C(C=CC=C1)Cl (3-amino-3-(2-chlorophenyl)-1-propanol). The product is C1(=CC=C(C=C1)S(=O)(=O)N1C(SCC1)C(=O)NC(CCO)C1=C(C=CC=C1)Cl)C1=CC=CC=C1 (3-([1,1′-biphenyl]-4-ylsulfonyl)-N-[1-(2-chlorophenyl)-3-hydroxypropyl]-1,3-thiazolidine-2-carboxamide). As a reaction SMILES: [C:1]1([C:18]2[CH:23]=[CH:22][CH:21]=[CH:20][CH:19]=2)[CH:6]=[CH:5][C:4]([S:7]([N:10]2[CH2:14][CH2:13][S:12][CH:11]2[C:15]([OH:17])=O)(=[O:9])=[O:8])=[CH:3][CH:2]=1.[NH2:24][CH:25]([C:29]1[CH:34]=[CH:33][CH:32]=[CH:31][C:30]=1[Cl:35])[CH2:26][CH2:27][OH:28]>>[C:1]1([C:18]2[CH:19]=[CH:20][CH:21]=[CH:22][CH:23]=2)[CH:6]=[CH:5][C:4]([S:7]([N:10]2[CH2:14][CH2:13][S:12][CH:11]2[C:15]([NH:24][CH:25]([C:29]2[CH:34]=[CH:33][CH:32]=[CH:31][C:30]=2[Cl:35])[CH2:26][CH2:27][OH:28])=[O:17])(=[O:8])=[O:9])=[CH:3][CH:2]=1. Procedure details: Following the general strategies and protocols outlined in Example 1, starting from 3-([1,1′-biphenyl]-4-ylsulfonyl)-1,3-thiazolidine-2-carboxylic acid (Intermediate 8) and 3-amino-3-(2-chlorophenyl)-1-propanol (Intermediate 2), the title compound was obtained in 94% purity by HPLC. Reaction SMILES: [Cl:1][C:2]1[CH:3]=[C:4]2[C:10]([C:11]3[N:16]=[C:15]([NH:17][C@H:18]4[CH2:22][CH2:21][N:20](S(C)(=O)=O)[CH2:19]4)[C:14]([F:27])=[CH:13][N:12]=3)=[CH:9][NH:8][C:5]2=[N:6][CH:7]=1.[CH3:28][O:29][C:30](Cl)=[O:31]>>[Cl:1][C:2]1[CH:3]=[C:4]2[C:10]([C:11]3[N:16]=[C:15]([NH:17][C@H:18]4[CH2:22][CH2:21][N:20]([C:30]([O:29][CH3:28])=[O:31])[CH2:19]4)[C:14]([F:27])=[CH:13][N:12]=3)=[CH:9][NH:8][C:5]2=[N:6][CH:7]=1. The yield is 52.0%. Product: ClC=1C=C2C(=NC1)NC=C2C2=NC=C(C(=N2)N[C@@H]2CN(CC2)C(=O)OC)F ((S)-methyl 3-(2-(5-chloro-1H-pyrrolo[2,3-b]pyridin-3-yl)-5-fluoropyrimidin-4-ylamino)pyrrolidine-1-carboxylate). Procedure: According to the procedure for compound 398 using methylchloroformate (20 mg, 0.21 mmol) afforded 13.6 mg (52% yield) of 476, as a trifluoroacetic acid salt after preparatory HPLC purification. Reactants: ClC=1C=C2C(=NC1)NC=C2C2=NC=C(C(=N2)N[C@@H]2CN(CC2)S(=O)(=O)C)F ((S)-2-(5-chloro-1H-pyrrolo[2,3-b]pyridin-3-yl)-5-fluoro-N-(1-(methylsulfonyl)pyrrolidin-3-yl)pyrimidin-4-amine), COC(=O)Cl (methylchloroformate). Starting materials: [Al+3], O=C(N1CC(CN2CCC(c3ccccc3)CC2)C(c2ccccc2)C1)C12CC3CC(CC(C3)C1)C2, C1CCOC1, [H-], [H-], [H-], [H-], [Li+]. Yields the product c1ccc(C2CCN(CC3CN(CC45CC6CC(CC(C6)C4)C5)CC3c3ccccc3)CC2)cc1. RXN SMILES: [Al+3:38].[C:1]12([C:11](=[O:12])[N:13]3[CH2:14][CH:15]([CH2:24][N:25]4[CH2:26][CH2:27][CH:28]([c:31]5[cH:32][cH:33][cH:34][cH:35][cH:36]5)[CH2:29][CH2:30]4)[CH:16]([c:18]4[cH:19][cH:20][cH:21][cH:22][cH:23]4)[CH2:17]3)[CH2:2][CH:3]3[CH2:4][CH:5]([CH2:6][CH:7]([CH2:8]1)[CH2:9]3)[CH2:10]2.[CH2:43]1[O:44][CH2:45][CH2:46][CH2:47]1.[H-:37].[H-:40].[H-:41].[H-:42].[Li+:39]>>[C:1]12([CH2:11][N:13]3[CH2:14][CH:15]([CH2:24][N:25]4[CH2:26][CH2:27][CH:28]([c:31]5[cH:32][cH:33][cH:34][cH:35][cH:36]5)[CH2:29][CH2:30]4)[CH:16]([c:18]4[cH:19][cH:20][cH:21][cH:22][cH:23]4)[CH2:17]3)[CH2:2][CH:3]3[CH2:4][CH:5]([CH2:6][CH:7]([CH2:8]1)[CH2:9]3)[CH2:10]2. Starting materials: BrB(Br)Br, CCOCC, CO, ClCCl, Cl, COc1ccc2c(Oc3ccc(OCCN4CCCCCC4)cc3)c(-c3ccc(F)c(F)c3)ccc2c1, [Na+], O=C([O-])O. The product is Cl, Oc1ccc2c(Oc3ccc(OCCN4CCCCCC4)cc3)c(-c3ccc(F)c(F)c3)ccc2c1. Reaction SMILES: [B:44]([Br:45])([Br:46])[Br:47].[CH3:39][CH2:40][O:41][CH2:42][CH3:43].[CH3:56][OH:57].[Cl:48][CH2:49][Cl:50].[ClH:38].[F:1][c:2]1[cH:3][c:4](-[c:9]2[c:10]([O:21][c:22]3[cH:23][cH:24][c:25]([O:26][CH2:27][CH2:28][N:29]4[CH2:30][CH2:31][CH2:32][CH2:33][CH2:34][CH2:35]4)[cH:36][cH:37]3)[c:11]3[cH:12][cH:13][c:14]([O:19][CH3:20])[cH:15][c:16]3[cH:17][cH:18]2)[cH:5][cH:6][c:7]1[F:8].[Na+:55].[O-:51][C:52]([OH:53])=[O:54]>>[ClH:38].[F:1][c:2]1[cH:3][c:4](-[c:9]2[c:10]([O:21][c:22]3[cH:23][cH:24][c:25]([O:26][CH2:27][CH2:28][N:29]4[CH2:30][CH2:31][CH2:32][CH2:33][CH2:34][CH2:35]4)[cH:36][cH:37]3)[c:11]3[cH:12][cH:13][c:14]([OH:19])[cH:15][c:16]3[cH:17][cH:18]2)[cH:5][cH:6][c:7]1[F:8]. The reactants are CS(=O)(=O)O (methanesulphonic acid), C([O-])(O)=O.[Na+] (sodium bicarbonate), C(C1=CC=CC=C1)O[C@H]([C@H](CC1=CC(=CC(=C1)F)F)N(CC1=CC=CC=C1)CC1=CC=CC=C1)[C@H]1COC([C@@H](N1)C)O ((3S,5R)-5-[(1S,2S)-1-benzyloxy-2-dibenzylamino-3-(3,5-difluorophenyl)-propyl]-3-methylmorpholin-2-ol), C(C(C)(C)C)O (neopentanol). The solvent is ClCCl (dichloromethane), ClCCl (dichloromethane). The product is C(C1=CC=CC=C1)N([C@H]([C@H]([C@@H]1N[C@H]([C@@H](OC1)OCC(C)(C)C)C)OCC1=CC=CC=C1)CC1=CC(=CC(=C1)F)F)CC1=CC=CC=C1 (Dibenzyl-{(1S,2S)-2-benzyloxy-1-(3,5-difluorobenzyl)-2-[(3R,5S,6R)-6-(2,2-dimethylpropoxy)-5-methylmorpholin-3-yl]-ethyl}-amine). Yield: 55.9%. RXN SMILES: [CH2:1]([O:8][C@@H:9]([C@@H:35]1[NH:40][C@@H:39]([CH3:41])[CH:38]([OH:42])[O:37][CH2:36]1)[C@@H:10]([N:20]([CH2:28][C:29]1[CH:34]=[CH:33][CH:32]=[CH:31][CH:30]=1)[CH2:21][C:22]1[CH:27]=[CH:26][CH:25]=[CH:24][CH:23]=1)[CH2:11][C:12]1[CH:17]=[C:16]([F:18])[CH:15]=[C:14]([F:19])[CH:13]=1)[C:2]1[CH:7]=[CH:6][CH:5]=[CH:4][CH:3]=1.[CH2:43](O)[C:44]([CH3:47])([CH3:46])[CH3:45].CS(O)(=O)=O.C(=O)(O)[O-].[Na+]>ClCCl>[CH2:28]([N:20]([CH2:21][C:22]1[CH:27]=[CH:26][CH:25]=[CH:24][CH:23]=1)[C@@H:10]([CH2:11][C:12]1[CH:13]=[C:14]([F:19])[CH:15]=[C:16]([F:18])[CH:17]=1)[C@@H:9]([O:8][CH2:1][C:2]1[CH:3]=[CH:4][CH:5]=[CH:6][CH:7]=1)[C@H:35]1[CH2:36][O:37][C@@H:38]([O:42][CH2:43][C:44]([CH3:47])([CH3:46])[CH3:45])[C@H:39]([CH3:41])[NH:40]1)[C:29]1[CH:30]=[CH:31][CH:32]=[CH:33][CH:34]=1 |f:3.4|. Procedure: Mix (3S,5R)-5-[(1S,2S)-1-benzyloxy-2-dibenzylamino-3-(3,5-difluorophenyl)-propyl]-3-methylmorpholin-2-ol (1.06 g, 1.85 mmol) with neopentanol (1.63 g, 18.5 mmol,) in dichloromethane (0.2 mL). Add 4 Å molecular sieves (850 mg), then methanesulphonic acid (2.4 mL, 37 mmol) and heat at 50° C. for 4 hours. Cool to room temperature, dilute with dichloromethane and add slowly to a solution of saturated aqueous sodium bicarbonate. Extract the aqueous layer with dichloromethane, dry (sodium sulfate), fi...